Dataset: the Open Reaction Database (ORD), a public repository of structured organic reaction records. Task: describe an organic reaction: reactants, conditions, products, and yield The reactants are [Al+3], C1CCOC1, N#Cc1ccc(-n2nc(C(F)(F)F)c3c2CCCC3)cc1, [H-], [H-], [H-], [H-], [Li+]. The product is NCc1ccc(-n2nc(C(F)(F)F)c3c2CCCC3)cc1. Reaction SMILES: [Al+3:2].[CH2:28]1[O:29][CH2:30][CH2:31][CH2:32]1.[F:7][C:8]([c:9]1[n:10][n:11](-[c:18]2[cH:19][cH:20][c:21]([C:22]#[N:23])[cH:24][cH:25]2)[c:12]2[c:17]1[CH2:16][CH2:15][CH2:14][CH2:13]2)([F:26])[F:27].[H-:1].[H-:4].[H-:5].[H-:6].[Li+:3]>>[F:7][C:8]([c:9]1[n:10][n:11](-[c:18]2[cH:19][cH:20][c:21]([CH2:22][NH2:23])[cH:24][cH:25]2)[c:12]2[c:17]1[CH2:16][CH2:15][CH2:14][CH2:13]2)([F:26])[F:27]. Starting materials: [OH-].[K+] (potassium hydroxide), O (water), ClC1=CC=C(N=N1)N1CCC(CC1)CCCOC1=CC=C(C(=O)OCC)C=C1 (ethyl 4-[3-[1-(6-chloro-3-pyridazinyl)-4-piperidinyl]propoxy]benzoate). Solvent: C(C)O (ethanol). The product is ClC1=CC=C(N=N1)N1CCC(CC1)CCCOC1=CC=C(C(=O)O)C=C1 (4-[3-[1-(6-chloro-3-pyridazinyl)-4-piperidinyl]propoxy]benzoic acid). Yield: 18.6%. As a reaction SMILES: [OH-].[K+].O.[Cl:4][C:5]1[N:10]=[N:9][C:8]([N:11]2[CH2:16][CH2:15][CH:14]([CH2:17][CH2:18][CH2:19][O:20][C:21]3[CH:31]=[CH:30][C:24]([C:25]([O:27]CC)=[O:26])=[CH:23][CH:22]=3)[CH2:13][CH2:12]2)=[CH:7][CH:6]=1>C(O)C>[Cl:4][C:5]1[N:10]=[N:9][C:8]([N:11]2[CH2:12][CH2:13][CH:14]([CH2:17][CH2:18][CH2:19][O:20][C:21]3[CH:22]=[CH:23][C:24]([C:25]([OH:27])=[O:26])=[CH:30][CH:31]=3)[CH2:15][CH2:16]2)=[CH:7][CH:6]=1 |f:0.1|. Procedure: To a stirred solution of 4.5 parts of potassium hydroxide in 50 parts of water was added dropwise a solution of 4 parts of ethyl 4-[3-[1-(6-chloro-3-pyridazinyl)-4-piperidinyl]propoxy]benzoate in 160 parts of ethanol. Upon complete addition, stirring was continued over weekend at room temperature. The precipitated product was filtered off, washed with water and then stirred in water. The whole was neutralized with acetic acid. The product was filtered off, washed with water and converted into th... Starting materials: C#CCCO, CCNCC, Cn1nc(C(=O)NCc2ccc(Cl)cc2)c(=O)c2cc(I)ccc21, I[Cu]I, Cl[Pd]Cl, c1ccc(P(c2ccccc2)c2ccccc2)cc1, c1ccc(P(c2ccccc2)c2ccccc2)cc1. Product: Cn1nc(C(=O)NCc2ccc(Cl)cc2)c(=O)c2cc(C#CCCO)ccc21. As a reaction SMILES: [CH2:25]([CH2:26][C:27]#[CH:28])[OH:29].[CH2:30]([NH:31][CH2:32][CH3:33])[CH3:34].[Cl:1][c:2]1[cH:3][cH:4][c:5]([CH2:6][NH:7][C:8](=[O:9])[c:10]2[n:11][n:12]([CH3:22])[c:13]3[cH:14][cH:15][c:16]([I:21])[cH:17][c:18]3[c:19]2=[O:20])[cH:23][cH:24]1.[Cu:35]([I:36])[I:37].[Pd:38]([Cl:39])[Cl:40].[c:41]1([P:42]([c:43]2[cH:44][cH:45][cH:46][cH:47][cH:48]2)[c:49]2[cH:50][cH:51][cH:52][cH:53][cH:54]2)[cH:55][cH:56][cH:57][cH:58][cH:59]1.[c:60]1([P:61]([c:62]2[cH:63][cH:64][cH:65][cH:66][cH:67]2)[c:68]2[cH:69][cH:70][cH:71][cH:72][cH:73]2)[cH:74][cH:75][cH:76][cH:77][cH:78]1>>[Cl:1][c:2]1[cH:3][cH:4][c:5]([CH2:6][NH:7][C:8](=[O:9])[c:10]2[n:11][n:12]([CH3:22])[c:13]3[cH:14][cH:15][c:16]([C:28]#[C:27][CH2:26][CH2:25][OH:29])[cH:17][c:18]3[c:19]2=[O:20])[cH:23][cH:24]1. The reactants are BrCCOC1=C(C(=C(C(=C1OCCC(C)C1=CC=C(C=C1)F)OC)Cl)C)C(C)=O (1-{2-(2-Bromo-ethoxy)-5-chloro-3-[3-(4-fluoro-phenyl)-butoxy]-4-methoxy-6-methyl-phenyl}-ethanone), N1CCCCC1 (piperidine). Product: ClC=1C(=C(C(=C(C1OC)OCCC(C)C1=CC=C(C=C1)F)OCCN1CCCCC1)C(C)=O)C (1-[3-Chloro-5-[3-(4-fluoro-phenyl)-butoxy]-4-methoxy-2-methyl-6-(2-piperidin-1-yl-ethoxy)-phenyl]-ethanone). Yield: 43.0%. As a reaction SMILES: Br[CH2:2][CH2:3][O:4][C:5]1[C:10]([O:11][CH2:12][CH2:13][CH:14]([C:16]2[CH:21]=[CH:20][C:19]([F:22])=[CH:18][CH:17]=2)[CH3:15])=[C:9]([O:23][CH3:24])[C:8]([Cl:25])=[C:7]([CH3:26])[C:6]=1[C:27](=[O:29])[CH3:28].[NH:30]1[CH2:35][CH2:34][CH2:33][CH2:32][CH2:31]1>>[Cl:25][C:8]1[C:7]([CH3:26])=[C:6]([C:27](=[O:29])[CH3:28])[C:5]([O:4][CH2:3][CH2:2][N:30]2[CH2:35][CH2:34][CH2:33][CH2:32][CH2:31]2)=[C:10]([O:11][CH2:12][CH2:13][CH:14]([C:16]2[CH:21]=[CH:20][C:19]([F:22])=[CH:18][CH:17]=2)[CH3:15])[C:9]=1[O:23][CH3:24]. Reported procedure: Example 8a (90 mg, 0.19 mmol) was reacted with piperidine (8.0 eq.) as described under General Procedure G and the crude mixture was purified by flash chromatography (silica gel, DCM/MeOH 100:0, 49:1) to afford the title compound (40 mg, 43%) as a pale yellow oil. 1H NMR (300 MHz, CDCl3) δ 7.20-7.15 (m, 2H), 7.01-6.95 (m, 2H), 4.07 (t, J=6.0 Hz, 2H), 3.95 (t, J=6.8 Hz, 2H), 3.83 (s, 3H), 3.00 (m, 1H), 2.59 (t, J=6.0 Hz, 3H), 2.50 (s, 3H), 2.45-2.35 (m, 4H), 2.18 (s, 3H), 2.05-1.98 (m, 2H), 1.61-... Reactants: O=C([O-])[O-], CCN(CC)CCCl, C[O-], CO, Cl, [K+], [K+], [Na+], O, Sc1cccc(S)c1, Cc1ccccc1C. Yields the product CCN(CC)CCSc1cccc(S)c1. As a reaction SMILES: [C:13](=[O:14])([O-:15])[O-:16].[CH2:2]([CH3:3])[N:4]([CH2:5][CH3:6])[CH2:7][CH2:8][Cl:9].[CH3:10][O-:11].[CH3:36][OH:37].[ClH:1].[K+:17].[K+:18].[Na+:12].[OH2:27].[c:19]1([SH:20])[cH:21][c:22]([SH:23])[cH:24][cH:25][cH:26]1.[c:28]1([CH3:29])[c:30]([CH3:31])[cH:32][cH:33][cH:34][cH:35]1>>[CH2:2]([CH3:3])[N:4]([CH2:5][CH3:6])[CH2:7][CH2:8][S:20][c:19]1[cH:21][c:22]([SH:23])[cH:24][cH:25][cH:26]1.